Dataset: the Open Reaction Database (ORD), a public repository of structured organic reaction records. Task: describe an organic reaction: reactants, conditions, products, and yield The reactants are C=O, CC1CN(c2cc3nc4c(cc3cc2F)c(=O)c(C(=O)O)cn4C2CC2)CCN1, O=CO. The product is CC1CN(c2cc3nc4c(cc3cc2F)c(=O)c(C(=O)O)cn4C2CC2)CCN1C. As a reaction SMILES: [CH2:30]=[O:31].[CH:1]1([n:4]2[cH:5][c:6]([C:27](=[O:28])[OH:29])[c:7](=[O:26])[c:8]3[cH:9][c:10]4[c:11]([n:12][c:13]23)[cH:14][c:15]([N:19]2[CH2:20][CH:21]([CH3:25])[NH:22][CH2:23][CH2:24]2)[c:16]([F:18])[cH:17]4)[CH2:2][CH2:3]1.[CH:32]([OH:33])=[O:34]>>[CH:1]1([n:4]2[cH:5][c:6]([C:27](=[O:28])[OH:29])[c:7](=[O:26])[c:8]3[cH:9][c:10]4[c:11]([n:12][c:13]23)[cH:14][c:15]([N:19]2[CH2:20][CH:21]([CH3:25])[N:22]([CH3:30])[CH2:23][CH2:24]2)[c:16]([F:18])[cH:17]4)[CH2:2][CH2:3]1.